This data is from the Open Reaction Database (ORD), a public repository of structured organic reaction records. The task is: describe an organic reaction: reactants, conditions, products, and yield Reactants: [N+](=O)([O-])C1=C(C(C(=O)O)=CC=C1)C(=O)O (3-nitrophthalic acid), P(=O)([O-])([O-])[O-].O[NH3+].O[NH3+].O[NH3+] (hydroxylammonium phosphate). Product: [N+](=O)([O-])C1=C2C(C(=O)N(C2=O)O)=CC=C1 (3-nitro-N-hydroxyphthalimide). RXN SMILES: [N+:1]([C:4]1[CH:12]=[CH:11][CH:10]=[C:6]([C:7](O)=[O:8])[C:5]=1[C:13]([OH:15])=O)([O-:3])=[O:2].P([O-])([O-])([O-])=O.[OH:21][NH3+:22].O[NH3+].O[NH3+]>>[N+:1]([C:4]1[CH:12]=[CH:11][CH:10]=[C:6]2[C:7]([N:22]([OH:21])[C:13](=[O:15])[C:5]=12)=[O:8])([O-:3])=[O:2] |f:1.2.3.4|. Procedure: Analogous to Example 4, but from 500 mg (2.37 mmol) of 3-nitrophthalic acid and 187 mg (0.947 mmol) of hydroxylammonium phosphate at a bath temperature of 130° C. The yield was 443 mg (90%). Starting materials: ClC1=NC=CC(=N1)C1=C(N=C(S1)C(C)C)C=1C=C(C=CC1)NS(=O)(=O)C1=CC(=CC=C1)F (N-{3-[5-(2-chloro-4-pyrimidinyl)-2-(1-methylethyl)-1,3-thiazol-4-yl]phenyl}-3-fluorobenzenesulfonamide), Cl.NCC(=O)N (glycinamide hydrochloride), C(=O)([O-])[O-].[K+].[K+] (K2CO3). Run in C(CCC)O (1-butanol). Product: FC=1C=C(C=CC1)S(=O)(=O)NC=1C=C(C=CC1)C=1N=C(SC1C1=NC(=NC=C1)NCC(=O)N)C(C)C (N2-{4-[4-(3-{[(3-Fluorophenyl)sulfonyl]amino}phenyl)-2-(1-methylethyl)-1,3-thiazol-5-yl]-2-pyrimidinyl}glycinamide). As a reaction SMILES: Cl[C:2]1[N:7]=[C:6]([C:8]2[S:12][C:11]([CH:13]([CH3:15])[CH3:14])=[N:10][C:9]=2[C:16]2[CH:17]=[C:18]([NH:22][S:23]([C:26]3[CH:31]=[CH:30][CH:29]=[C:28]([F:32])[CH:27]=3)(=[O:25])=[O:24])[CH:19]=[CH:20][CH:21]=2)[CH:5]=[CH:4][N:3]=1.Cl.[NH2:34][CH2:35][C:36]([NH2:38])=[O:37].C([O-])([O-])=O.[K+].[K+]>C(O)CCC>[F:32][C:28]1[CH:27]=[C:26]([S:23]([NH:22][C:18]2[CH:17]=[C:16]([C:9]3[N:10]=[C:11]([CH:13]([CH3:15])[CH3:14])[S:12][C:8]=3[C:6]3[CH:5]=[CH:4][N:3]=[C:2]([NH:34][CH2:35][C:36]([NH2:38])=[O:37])[N:7]=3)[CH:21]=[CH:20][CH:19]=2)(=[O:25])=[O:24])[CH:31]=[CH:30][CH:29]=1 |f:1.2,3.4.5|. Procedure details: Following a procedure analogous to the procedure described in Example 86, Step B using N-{3-[5-(2-chloro-4-pyrimidinyl)-2-(1-methylethyl)-1,3-thiazol-4-yl]phenyl}-3-fluorobenzenesulfonamide (100 mg, 0.20 mmol) and glycinamide hydrochloride (225 mg, 2.0 mmol) and K2CO3 (566 mg, 4.0 mmol) in 1-butanol (5 mL) the title compound was obtained as a white powder (29 mg, 27.6% yield). 1H NMR (400 MHz, DMSO-d6): δ 10.51 (s, 1H), 8.02 (d, J=5.1 Hz, 1H), 7.57-7.65 (m, 2H), 7.48-7.53 (m, 2H), 7.33 (t, J=7.8...